Dataset: the Open Reaction Database (ORD), a public repository of structured organic reaction records. Task: describe an organic reaction: reactants, conditions, products, and yield The reactants are BrCCBr, CC1(C)NC(=O)c2ccc(O)cc2O1, CC(C)O. Product: CC1(C)NC(=O)c2ccc(OCCBr)cc2O1. Reaction SMILES: [Br:15][CH2:16][CH2:17][Br:18].[CH3:1][C:2]1([CH3:14])[O:3][c:4]2[c:5]([cH:9][cH:10][c:11]([OH:13])[cH:12]2)[C:6](=[O:8])[NH:7]1.[CH:19]([OH:20])([CH3:21])[CH3:22]>>[CH3:1][C:2]1([CH3:14])[O:3][c:4]2[c:5]([cH:9][cH:10][c:11]([O:13][CH2:17][CH2:16][Br:15])[cH:12]2)[C:6](=[O:8])[NH:7]1. Reactants: CO, Cl, N#Cc1cnc(Oc2ccc3c(c2)COB3O)cc1OCCOC1CCCCO1. Product: N#Cc1cnc(Oc2ccc3c(c2)COB3O)cc1OCCO. RXN SMILES: [CH3:31][OH:32].[ClH:30].[OH:1][B:2]1[O:3][CH2:4][c:5]2[c:6]1[cH:7][cH:8][c:9]([O:11][c:12]1[n:13][cH:14][c:15]([C:16]#[N:17])[c:18]([O:20][CH2:21][CH2:22][O:23][CH:24]3[CH2:25][CH2:26][CH2:27][CH2:28][O:29]3)[cH:19]1)[cH:10]2>>[OH:1][B:2]1[O:3][CH2:4][c:5]2[c:6]1[cH:7][cH:8][c:9]([O:11][c:12]1[n:13][cH:14][c:15]([C:16]#[N:17])[c:18]([O:20][CH2:21][CH2:22][OH:23])[cH:19]1)[cH:10]2.